This data is from the Open Reaction Database (ORD), a public repository of structured organic reaction records. The task is: describe an organic reaction: reactants, conditions, products, and yield Procedure details: To methyl 4-azido-6-bromo-3-methoxypyridine-2-carboxylate (0.500 g, 1.74 mmol) in 10 mL of methanol was added NaBH4 (0.046 g, 1.22 mmol). The reaction mixture was stirred at room temperature for 10 min. Ethyl acetate and water were added and the phases were separated. The organic phase was washed with H2O, dried (MgSO4) and concentrated to dryness in vacuo. The residue was purified by chromatography (silica gel). Elution with 100% ethyl acetate gave 0.300 g of a white solid. 1H NMR(CDCl3): δ 3.9... The reactants are N(=[N+]=[N-])C1=C(C(=NC(=C1)Br)C(=O)OC)OC (methyl 4-azido-6-bromo-3-methoxypyridine-2-carboxylate), [BH4-].[Na+] (NaBH4), C(C)(=O)OCC (Ethyl acetate), O (water). Run at time 10 minute. Yield: 66.0%. As a reaction SMILES: [N:1]([C:4]1[CH:9]=[C:8]([Br:10])[N:7]=[C:6]([C:11]([O:13][CH3:14])=[O:12])[C:5]=1[O:15][CH3:16])=[N+]=[N-].[BH4-].[Na+].C(OCC)(=O)C.O>CO>[NH2:1][C:4]1[CH:9]=[C:8]([Br:10])[N:7]=[C:6]([C:11]([O:13][CH3:14])=[O:12])[C:5]=1[O:15][CH3:16] |f:1.2|. The solvent is CO (methanol). Product: NC1=C(C(=NC(=C1)Br)C(=O)OC)OC (Methyl 4-Amino-6-bromo-3-methoxypyridine-2-carboxylate). The reactants are CCOC(=O)C=Cc1ccc2ccccc2c1, [Li+], C1CCOC1, [OH-], O. The product is O=C(O)C=Cc1ccc2ccccc2c1. As a reaction SMILES: [CH2:1]([CH3:2])[O:3][C:4]([CH:5]=[CH:6][c:7]1[cH:8][c:9]2[cH:10][cH:11][cH:12][cH:13][c:14]2[cH:15][cH:16]1)=[O:17].[Li+:18].[O:20]1[CH2:21][CH2:22][CH2:23][CH2:24]1.[OH-:19].[OH2:25]>>[O:3]=[C:4]([CH:5]=[CH:6][c:7]1[cH:8][c:9]2[cH:10][cH:11][cH:12][cH:13][c:14]2[cH:15][cH:16]1)[OH:17]. The reactants are CCOC(=O)CCc1c[nH]c2c(-c3noc(-c4ccc(OC(C)C)c(C#N)c4)n3)ccc(F)c12, CS(C)=O, CI, [K+], [OH-]. Yields the product CCOC(=O)CCc1cn(C)c2c(-c3noc(-c4ccc(OC(C)C)c(C#N)c4)n3)ccc(F)c12. RXN SMILES: [C:1](#[N:2])[c:3]1[cH:4][c:5](-[c:13]2[n:14][c:15](-[c:18]3[cH:19][cH:20][c:21]([F:34])[c:22]4[c:23]([CH2:27][CH2:28][C:29](=[O:30])[O:31][CH2:32][CH3:33])[cH:24][nH:25][c:26]34)[n:16][o:17]2)[cH:6][cH:7][c:8]1[O:9][CH:10]([CH3:11])[CH3:12].[CH3:39][S:40](=[O:41])[CH3:42].[I:35][CH3:36].[K+:38].[OH-:37]>>[C:1](#[N:2])[c:3]1[cH:4][c:5](-[c:13]2[n:14][c:15](-[c:18]3[cH:19][cH:20][c:21]([F:34])[c:22]4[c:23]([CH2:27][CH2:28][C:29](=[O:30])[O:31][CH2:32][CH3:33])[cH:24][n:25]([CH3:36])[c:26]34)[n:16][o:17]2)[cH:6][cH:7][c:8]1[O:9][CH:10]([CH3:11])[CH3:12]. Reactants: [Br-], CC(C)(C)[PH+](C(C)(C)C)C(C)(C)C, CCOC(=O)CC[Zn+], C1CCOC1, COc1ccc2c(Cl)ccnc2c1, F[B-](F)(F)F, [NH4+], O=C(C=Cc1ccccc1)C=Cc1ccccc1, O=C(C=Cc1ccccc1)C=Cc1ccccc1, O=C(C=Cc1ccccc1)C=Cc1ccccc1, [OH-], [Pd], [Pd]. Product: CCOC(=O)CCc1ccnc2cc(OC)ccc12. As a reaction SMILES: [Br-:32].[C:19]([PH+:20]([C:21]([CH3:22])([CH3:23])[CH3:24])[C:25]([CH3:26])([CH3:27])[CH3:28])([CH3:29])([CH3:30])[CH3:31].[CH2:33]([CH3:34])[O:35][C:36]([CH2:37][CH2:38][Zn+:39])=[O:40].[CH2:41]1[O:42][CH2:43][CH2:44][CH2:45]1.[Cl:1][c:2]1[cH:3][cH:4][n:5][c:6]2[cH:7][c:8]([O:12][CH3:13])[cH:9][cH:10][c:11]12.[F:14][B-:15]([F:16])([F:17])[F:18].[NH4+:102].[O:48]=[C:49]([CH:50]=[CH:51][c:52]1[cH:53][cH:54][cH:55][cH:56][cH:57]1)[CH:58]=[CH:59][c:60]1[cH:61][cH:62][cH:63][cH:64][cH:65]1.[O:66]=[C:67]([CH:68]=[CH:69][c:70]1[cH:71][cH:72][cH:73][cH:74][cH:75]1)[CH:76]=[CH:77][c:78]1[cH:79][cH:80][cH:81][cH:82][cH:83]1.[O:84]=[C:85]([CH:86]=[CH:87][c:88]1[cH:89][cH:90][cH:91][cH:92][cH:93]1)[CH:94]=[CH:95][c:96]1[cH:97][cH:98][cH:99][cH:100][cH:101]1.[OH-:103].[Pd:46].[Pd:47]>>[c:2]1([CH2:38][CH2:37][C:36]([O:35][CH2:33][CH3:34])=[O:40])[cH:3][cH:4][n:5][c:6]2[cH:7][c:8]([O:12][CH3:13])[cH:9][cH:10][c:11]12. The reactants are [N+](=O)([O-])C1=CC2=C(CCCCC2O)C=C1 (3-nitro-6,7,8,9-tetrahydro-5H-benzocyclohepten-5-ol), S(=O)(=O)(O)[O-].[K+] (potassium hydrogensulfate), O (water). Run in C(C)(=O)OCC (ethyl acetate). Conditions: temperature 160 celsius. Product: [N+](=O)([O-])C=1C=CC2=C(C=CCCC2)C1 (2-nitro-6,7-dihydro-5H-benzocycloheptene). The yield is 74.5%. RXN SMILES: [N+:1]([C:4]1[CH:15]=[CH:14][C:7]2[CH2:8][CH2:9][CH2:10][CH2:11][CH:12](O)[C:6]=2[CH:5]=1)([O-:3])=[O:2].S([O-])(O)(=O)=O.[K+].O>C(OCC)(=O)C>[N+:1]([C:4]1[CH:15]=[CH:14][C:7]2[CH2:8][CH2:9][CH2:10][CH:11]=[CH:12][C:6]=2[CH:5]=1)([O-:3])=[O:2] |f:1.2|. Procedure details: A mixture of 3-nitro-6,7,8,9-tetrahydro-5H-benzocyclohepten-5-ol (70.67 g) and potassium hydrogensulfate (53.00 g) was heated at 160° C. for 1 hour. After cooling, to the mixture was added a mixture of water (400 ml) and ethyl acetate (400 ml). The organic layer was separated and the aqueous layer was extracted with ethyl acetate (200 ml). The combined organic layer was washed with brine (150 ml), dried over anhydrous sodium sulfate, and evaporated in vacuo. The residue was purified by column ch... Starting materials: [BH4-], CC(=O)Oc1ccccc1C=O, CC(=O)O, CO, [Na+], Nc1ccccc1Oc1ccccc1. The product is CC(=O)Oc1ccccc1CN(C(C)=O)c1ccccc1Oc1ccccc1. RXN SMILES: [BH4-:27].[C:1]([CH3:2])(=[O:3])[O:4][c:5]1[c:6]([CH:7]=[O:8])[cH:9][cH:10][cH:11][cH:12]1.[CH3:29][C:30]([OH:31])=[O:32].[CH3:33][OH:34].[Na+:28].[O:13]([c:14]1[cH:15][cH:16][cH:17][cH:18][cH:19]1)[c:20]1[c:21]([NH2:22])[cH:23][cH:24][cH:25][cH:26]1>>[C:1]([CH3:2])(=[O:3])[O:4][c:5]1[c:6]([CH2:7][N:22]([c:21]2[c:20]([O:13][c:14]3[cH:15][cH:16][cH:17][cH:18][cH:19]3)[cH:26][cH:25][cH:24][cH:23]2)[C:30]([CH3:29])=[O:31])[cH:9][cH:10][cH:11][cH:12]1. Starting materials: O=C(Cl)CC1CCCC1, CCN(C(C)C)C(C)C, ClCCl, Cl, O=S(=O)(Nc1nc2c(s1)C[NH2+]CC2)c1cc(C(F)(F)F)cc(C(F)(F)F)c1, [Na+], O=S(=O)([O-])O. Yields the product O=C(CC1CCCC1)N1CCc2nc(NS(=O)(=O)c3cc(C(F)(F)F)cc(C(F)(F)F)c3)sc2C1. As a reaction SMILES: [CH:10]1([CH2:15][C:16](=[O:17])[Cl:18])[CH2:11][CH2:12][CH2:13][CH2:14]1.[CH:1]([N:2]([CH2:3][CH3:4])[CH:5]([CH3:6])[CH3:7])([CH3:8])[CH3:9].[Cl:53][CH2:54][Cl:55].[ClH:19].[F:20][C:21]([c:22]1[cH:23][c:24]([S:32](=[O:33])(=[O:34])[NH:35][c:36]2[s:37][c:38]3[c:43]([n:44]2)[CH2:42][CH2:41][NH2+:40][CH2:39]3)[cH:25][c:26]([C:28]([F:29])([F:30])[F:31])[cH:27]1)([F:45])[F:46].[Na+:52].[S:47](=[O:48])(=[O:49])([OH:50])[O-:51]>>[CH:10]1([CH2:15][C:16](=[O:17])[N:40]2[CH2:39][c:38]3[s:37][c:36]([NH:35][S:32]([c:24]4[cH:23][c:22]([C:21]([F:20])([F:45])[F:46])[cH:27][c:26]([C:28]([F:29])([F:30])[F:31])[cH:25]4)(=[O:33])=[O:34])[n:44][c:43]3[CH2:42][CH2:41]2)[CH2:11][CH2:12][CH2:13][CH2:14]1. Reactants: [BH3-]C#N, CCOC(=O)C1CCCC1=O, CC(=O)O, CCO, NCc1ccc(Cl)cc1, [Na+]. The product is CCOC(=O)C1=C(NCc2ccc(Cl)cc2)CCC1. As a reaction SMILES: [C:21]([BH3-:22])#[N:23].[CH2:1]([CH3:2])[O:3][C:4](=[O:5])[CH:6]1[C:7](=[O:11])[CH2:8][CH2:9][CH2:10]1.[CH3:25][C:26](=[O:27])[OH:28].[CH3:29][CH2:30][OH:31].[Cl:12][c:13]1[cH:14][cH:15][c:16]([CH2:17][NH2:18])[cH:19][cH:20]1.[Na+:24]>>[CH2:1]([CH3:2])[O:3][C:4](=[O:5])[C:6]1=[C:7]([NH:18][CH2:17][c:16]2[cH:15][cH:14][c:13]([Cl:12])[cH:20][cH:19]2)[CH2:8][CH2:9][CH2:10]1.